From a dataset of the Open Reaction Database (ORD), a public repository of structured organic reaction records. describe an organic reaction: reactants, conditions, products, and yield Product: CC(C)Cc1cc(-c2ccc(-c3ccc(CCC#N)cc3CC(C)C)cc2Cc2cccc3ccccc23)ccc1O. RXN SMILES: [B:1]([Br:2])([Br:3])[Br:4].[CH2:5]([CH:6]([CH3:7])[CH3:8])[c:9]1[cH:10][c:11](-[c:17]2[c:18]([CH2:37][c:38]3[cH:39][cH:40][cH:41][c:42]4[cH:43][cH:44][cH:45][cH:46][c:47]34)[cH:19][c:20](-[c:23]3[c:24]([CH2:33][CH:34]([CH3:35])[CH3:36])[cH:25][c:26]([CH2:29][CH2:30][C:31]#[N:32])[cH:27][cH:28]3)[cH:21][cH:22]2)[cH:12][cH:13][c:14]1[O:15][CH3:16].[Cl:49][CH2:50][Cl:51].[OH2:48]>>[CH2:5]([CH:6]([CH3:7])[CH3:8])[c:9]1[cH:10][c:11](-[c:17]2[c:18]([CH2:37][c:38]3[cH:39][cH:40][cH:41][c:42]4[cH:43][cH:44][cH:45][cH:46][c:47]34)[cH:19][c:20](-[c:23]3[c:24]([CH2:33][CH:34]([CH3:35])[CH3:36])[cH:25][c:26]([CH2:29][CH2:30][C:31]#[N:32])[cH:27][cH:28]3)[cH:21][cH:22]2)[cH:12][cH:13][c:14]1[OH:15]. The reactants are BrB(Br)Br, COc1ccc(-c2ccc(-c3ccc(CCC#N)cc3CC(C)C)cc2Cc2cccc3ccccc23)cc1CC(C)C, ClCCl, O. Starting materials: ClC1=CC=NC=C1 (4-chloropyridine), C(=O)(O)C1=CC=C(CBr)C=C1 (4-carboxybenzyl bromide). Run in CC(=O)C (acetone). Product: [Br-].ClC1=CC=[N+](C=C1)CC1=CC=C(C=C1)C(=O)O (4-chloro-1-(4-carboxybenzyl)pyridinium bromide). RXN SMILES: [Cl:1][C:2]1[CH:7]=[CH:6][N:5]=[CH:4][CH:3]=1.[C:8]([C:11]1[CH:18]=[CH:17][C:14]([CH2:15][Br:16])=[CH:13][CH:12]=1)([OH:10])=[O:9]>CC(C)=O>[Br-:16].[Cl:1][C:2]1[CH:7]=[CH:6][N+:5]([CH2:15][C:14]2[CH:17]=[CH:18][C:11]([C:8]([OH:10])=[O:9])=[CH:12][CH:13]=2)=[CH:4][CH:3]=1 |f:3.4|. Procedure: The starting material was prepared by reaction of 4-chloropyridine with 4-carboxybenzyl bromide in acetone to give 4-chloro-1-(4-carboxybenzyl)pyridinium bromide. n.m.r. in d6DMSO:-5.9(s, 2H); 7.55(d, 2H); 7.9(d, 2H); 8.35(d, 2H); 9.2(d, 2H). Reactants: O=C(O)c1cc2c(OCc3coc4ccc(Cl)cc34)cccc2[nH]1, Cl, Cl, Cl, CC1CN(CCN2CCC(N)CC2)CCC1O. The product is CC1CN(CCN2CCC(NC(=O)c3cc4c(OCc5coc6ccc(Cl)cc56)cccc4[nH]3)CC2)CCC1O. RXN SMILES: [Cl:1][c:2]1[cH:3][cH:4][c:5]2[c:6]([c:7]([CH2:10][O:11][c:12]3[c:13]4[cH:14][c:15]([C:21](=[O:22])[OH:23])[nH:16][c:17]4[cH:18][cH:19][cH:20]3)[cH:8][o:9]2)[cH:24]1.[ClH:25].[ClH:26].[ClH:27].[NH2:28][CH:29]1[CH2:30][CH2:31][N:32]([CH2:35][CH2:36][N:37]2[CH2:38][CH:39]([CH3:44])[CH:40]([OH:43])[CH2:41][CH2:42]2)[CH2:33][CH2:34]1>>[Cl:1][c:2]1[cH:3][cH:4][c:5]2[c:6]([c:7]([CH2:10][O:11][c:12]3[c:13]4[cH:14][c:15]([C:21](=[O:23])[NH:28][CH:29]5[CH2:30][CH2:31][N:32]([CH2:35][CH2:36][N:37]6[CH2:38][CH:39]([CH3:44])[CH:40]([OH:43])[CH2:41][CH2:42]6)[CH2:33][CH2:34]5)[nH:16][c:17]4[cH:18][cH:19][cH:20]3)[cH:8][o:9]2)[cH:24]1. The reactants are FC=1C=C(C=CC1)[C@@H]1CN(CC[C@H]1CO)C(C(F)(F)F)=O (rel-[(3R,4R)-3-(3-fluorophenyl)-1-(trifluoroacetyl)piperidin-4-yl]methanol), CC(=O)OI1(C=2C=CC=CC2C(=O)O1)(OC(=O)C)OC(=O)C (Dess-Martin Periodinane), S(=S)(=O)([O-])[O-].[Na+].[Na+] (sodium thiosulfate). Run in ClCCl (dichloromethane). Conditions: time 1.5 hour. The product is FC=1C=C(C=CC1)[C@@H]1CN(CC[C@H]1C=O)C(C(F)(F)F)=O (rel-(3R,4R)-3-(3-fluorophenyl)-1-(trifluoroacetyl)piperidine-4-carbaldehyde). The yield is 122.8%. RXN SMILES: [F:1][C:2]1[CH:3]=[C:4]([C@H:8]2[C@H:13]([CH2:14][OH:15])[CH2:12][CH2:11][N:10]([C:16](=[O:21])[C:17]([F:20])([F:19])[F:18])[CH2:9]2)[CH:5]=[CH:6][CH:7]=1.CC(OI1(OC(C)=O)(OC(C)=O)OC(=O)C2C=CC=CC1=2)=O.S([O-])([O-])(=O)=S.[Na+].[Na+]>ClCCl>[F:1][C:2]1[CH:3]=[C:4]([C@H:8]2[C@H:13]([CH:14]=[O:15])[CH2:12][CH2:11][N:10]([C:16](=[O:21])[C:17]([F:18])([F:19])[F:20])[CH2:9]2)[CH:5]=[CH:6][CH:7]=1 |f:2.3.4|. Procedure: To a solution of 1.50 g of rel-[(3R,4R)-3-(3-fluorophenyl)-1-(trifluoroacetyl)piperidin-4-yl]methanol in 15 mL of dichloromethane was added 2.29 of Dess-Martin Periodinane at room temperature, followed by stirring for 1.5 hours. To the reaction mixture were added a saturated aqueous sodium thiosulfate solution and a saturated aqueous sodium hydrogen carbonate solution, followed by extraction with chloroform. The organic layer was washed with water and saturated brine in this order, and dried ove... Starting materials: CCCN=C=S, ClCCl, Nc1cc2c3c(c1)C(c1ccccc1)CCN3CCC2c1ccccc1. The product is CCCNC(=S)Nc1cc2c3c(c1)C(c1ccccc1)CCN3CCC2c1ccccc1. RXN SMILES: [CH2:27]([CH2:28][CH3:29])[N:30]=[C:31]=[S:32].[Cl:33][CH2:34][Cl:35].[c:1]1([CH:7]2[CH2:8][CH2:9][N:10]3[c:11]4[c:12]([cH:13][c:14]([NH2:17])[cH:15][c:16]42)[CH:18]([c:21]2[cH:22][cH:23][cH:24][cH:25][cH:26]2)[CH2:19][CH2:20]3)[cH:2][cH:3][cH:4][cH:5][cH:6]1>>[c:1]1([CH:7]2[CH2:8][CH2:9][N:10]3[c:11]4[c:12]([cH:13][c:14]([NH:17][C:31]([NH:30][CH2:27][CH2:28][CH3:29])=[S:32])[cH:15][c:16]42)[CH:18]([c:21]2[cH:22][cH:23][cH:24][cH:25][cH:26]2)[CH2:19][CH2:20]3)[cH:2][cH:3][cH:4][cH:5][cH:6]1.